Task: describe an organic reaction: reactants, conditions, products, and yield. Dataset: the Open Reaction Database (ORD), a public repository of structured organic reaction records Reactants: N(=[N+]=[N-])CCN1C[C@@H](CCC1)CN1CCN(CC1)C(=O)NC1=CC(=C(C=C1)Cl)Cl (4-{[(3R)-1-(2-Azidoethyl)piperidin-3-yl]methyl}-N-(3,4-dichlorophenyl)piperazine-1-carboxamide), C12C=CC(C=C1)C2 (Bicyclo(2.2.1)hepta-2,5-diene). The solvent is O1CCOCC1 (1,4-dioxane). Conditions: temperature 180 celsius. The product is ClC=1C=C(C=CC1Cl)NC(=O)N1CCN(CC1)C[C@H]1CN(CCC1)CCN1N=NC=C1 (N-(3,4-dichlorophenyl)-4-({(3R)-1-[2-(1H-1,2,3-triazol-1-yl)ethyl]piperidin-3-yl}methyl)piperazine-1-carboxamide). As a reaction SMILES: [N:1]([CH2:4][CH2:5][N:6]1[CH2:11][CH2:10][CH2:9][C@@H:8]([CH2:12][N:13]2[CH2:18][CH2:17][N:16]([C:19]([NH:21][C:22]3[CH:27]=[CH:26][C:25]([Cl:28])=[C:24]([Cl:29])[CH:23]=3)=[O:20])[CH2:15][CH2:14]2)[CH2:7]1)=[N+:2]=[N-:3].[CH:30]12CC(C=C1)C=[CH:31]2>O1CCOCC1>[Cl:29][C:24]1[CH:23]=[C:22]([NH:21][C:19]([N:16]2[CH2:17][CH2:18][N:13]([CH2:12][C@@H:8]3[CH2:9][CH2:10][CH2:11][N:6]([CH2:5][CH2:4][N:1]4[CH:31]=[CH:30][N:3]=[N:2]4)[CH2:7]3)[CH2:14][CH2:15]2)=[O:20])[CH:27]=[CH:26][C:25]=1[Cl:28]. Procedure: 4-{[(3R)-1-(2-Azidoethyl)piperidin-3-yl]methyl}-N-(3,4-dichlorophenyl)piperazine-1-carboxamide (100 mg, 0.23 μmmol) was dissolved in 1,4-dioxane (4 ml). Bicyclo(2.2.1)hepta-2,5-diene (0.5 ml) was added and the mixture heated in the microwave at 180° C. for 20 minutes. The reaction mixture was poured onto a bond elute column (SiO2, 20 g) and the product eluted with a gradient of dichloromethane through to 20% methanolic ammonia/dichloromethane to yield the title compound as a white solid (80.1 mg... Reactants: O=C([O-])[O-], CCCCc1nc(-c2ccc(C(F)(F)F)cc2)sc1CO, CN(C)C=O, [Cs+], [Cs+], N#Cc1ccc(F)cc1C(F)(F)F. Product: CCCCc1nc(-c2ccc(C(F)(F)F)cc2)sc1COc1ccc(C#N)c(C(F)(F)F)c1. Reaction SMILES: [C:35](=[O:36])([O-:37])[O-:38].[CH2:14]([CH2:15][CH2:16][CH3:17])[c:18]1[n:19][c:20](-[c:25]2[cH:26][cH:27][c:28]([C:31]([F:32])([F:33])[F:34])[cH:29][cH:30]2)[s:21][c:22]1[CH2:23][OH:24].[CH3:41][N:42]([CH3:43])[CH:44]=[O:45].[Cs+:39].[Cs+:40].[F:1][c:2]1[cH:3][c:4]([C:10]([F:11])([F:12])[F:13])[c:5]([C:6]#[N:7])[cH:8][cH:9]1>>[c:2]1([O:24][CH2:23][c:22]2[c:18]([CH2:14][CH2:15][CH2:16][CH3:17])[n:19][c:20](-[c:25]3[cH:26][cH:27][c:28]([C:31]([F:32])([F:33])[F:34])[cH:29][cH:30]3)[s:21]2)[cH:3][c:4]([C:10]([F:11])([F:12])[F:13])[c:5]([C:6]#[N:7])[cH:8][cH:9]1. Reactants: Cl.CN(CCCN=C=NCC)C (N-(3-dimethylaminopropyl)-N′-ethylcarbodiimide hydrochloride), ClC1=C(C(=O)O)C=C(C(=C1)OC=1C=NC(=C(C1)Cl)C1CC1)Cl (2,5-dichloro-4-(5-chloro-6-cyclopropylpyridin-3-yloxy)benzoic acid), CS(=O)(=O)N (Methylsulfonamide). Reagents/catalysts: CN(C1=CC=NC=C1)C (4-Dimethylaminopyridine). Run in ClCCl (dichloromethane). Run at time 20 minute. Product: ClC1=C(C(=O)NS(=O)(=O)C)C=C(C(=C1)OC=1C=NC(=C(C1)Cl)C1CC1)Cl (2,5-Dichloro-4-(5-chloro-6-cyclopropylpyridin-3-yloxy)-N-(methylsulfonyl)benzamide). Isolated yield 12.4%. RXN SMILES: Cl.CN(C)CCCN=C=NCC.[Cl:13][C:14]1[CH:22]=[C:21]([O:23][C:24]2[CH:25]=[N:26][C:27]([CH:31]3[CH2:33][CH2:32]3)=[C:28]([Cl:30])[CH:29]=2)[C:20]([Cl:34])=[CH:19][C:15]=1[C:16](O)=[O:17].[CH3:35][S:36]([NH2:39])(=[O:38])=[O:37]>CN(C)C1C=CN=CC=1.ClCCl>[Cl:13][C:14]1[CH:22]=[C:21]([O:23][C:24]2[CH:25]=[N:26][C:27]([CH:31]3[CH2:33][CH2:32]3)=[C:28]([Cl:30])[CH:29]=2)[C:20]([Cl:34])=[CH:19][C:15]=1[C:16]([NH:39][S:36]([CH3:35])(=[O:38])=[O:37])=[O:17] |f:0.1|. Procedure details: 4-Dimethylaminopyridine (51 mg, 0.42 mmol) and N-(3-dimethylaminopropyl)-N′-ethylcarbodiimide hydrochloride (80 mg, 0.42 mmol) were added to a suspension of 2,5-dichloro-4-(5-chloro-6-cyclopropylpyridin-3-yloxy)benzoic acid (Preparation 220, 100 mg, 0.28 mmol) in dichloromethane (3 mL). The reaction mixture was stirred at room temperature for 20 minutes. Methylsulfonamide (40 mg, 0.42 mmol) was added and the reaction mixture was stirred at room temperature for 18 hours before concentrating in va... The reactants are CN(C)C=O, OCCOc1cc(Cl)ncn1, [N-]=[N+]=[N-], [Na+], O. Product: [N-]=[N+]=Nc1cc(OCCO)ncn1. RXN SMILES: [CH3:17][N:18]([CH3:19])[CH:20]=[O:21].[Cl:1][c:2]1[cH:3][c:4]([O:8][CH2:9][CH2:10][OH:11])[n:5][cH:6][n:7]1.[N-:13]=[N+:14]=[N-:15].[Na+:12].[OH2:16]>>[c:2]1([N:13]=[N+:14]=[N-:15])[cH:3][c:4]([O:8][CH2:9][CH2:10][OH:11])[n:5][cH:6][n:7]1. Starting materials: CON(C)C(=O)c1ccc(I)cc1, ClCc1ccccc1Cl. Yields the product O=C(Cc1ccccc1Cl)c1ccc(I)cc1. Reaction SMILES: [CH3:10][O:11][N:12]([C:13](=[O:14])[c:15]1[cH:16][cH:17][c:18]([I:21])[cH:19][cH:20]1)[CH3:22].[Cl:1][CH2:2][c:3]1[c:4]([Cl:9])[cH:5][cH:6][cH:7][cH:8]1>>[CH2:2]([c:3]1[c:4]([Cl:9])[cH:5][cH:6][cH:7][cH:8]1)[C:13](=[O:14])[c:15]1[cH:16][cH:17][c:18]([I:21])[cH:19][cH:20]1. Reactants: IC1CCN(CC1)C(=O)OC(C)(C)C (tert-butyl 4-iodopiperidine-1-carboxylate), C[Si](C)(C)Cl.BrCCBr (TMSCl 1,2-dibromoethane), BrC1=CC2C(C=CO2)C=C1 (6-bromo-3a,7a-dihydrobenzofuran), BrC1=CC2C(C=CO2)C=C1 (6-bromo-3a,7a-dihydrobenzofuran), BrC1=CC=CC2C1C=CO2 (4-bromo-3a,7a-dihydrobenzofuran), BrC1=CC=CC2C1C=CO2 (4-bromo-3a,7a-dihydrobenzofuran). Reagents/catalysts: [Zn] (Zn), [Cu]I (CuI), C1=CC=C(C=C1)P([C-]2C=CC=C2)C3=CC=CC=C3.C1=CC=C(C=C1)P([C-]2C=CC=C2)C3=CC=CC=C3.Cl[Pd]Cl.[Fe+2] (Pd(dppf)Cl2). The solvent is CC(=O)N(C)C (DMA), CC(=O)N(C)C (DMA), CC(=O)N(C)C (DMA). Conditions: time 10 minute. The product is O1C=CC2=C1C=C(C=C2)C2CCN(CC2)C(=O)OC(C)(C)C (tert-butyl 4-(1-benzofuran-6-yl)piperidine-1-carboxylate), O1C=CC2=C1C=CC=C2C2CCN(CC2)C(=O)OC(C)(C)C (tert-butyl 4-(1-benzofuran-4-yl)piperidine-1-carboxylate). Isolated yield 7.0%. As a reaction SMILES: C[Si](Cl)(C)C.BrCCBr.I[CH:11]1[CH2:16][CH2:15][N:14]([C:17]([O:19][C:20]([CH3:23])([CH3:22])[CH3:21])=[O:18])[CH2:13][CH2:12]1.Br[C:25]1[CH:33]=[CH:32][CH:28]2[CH:29]=[CH:30][O:31][CH:27]2[CH:26]=1.Br[C:35]1[CH:40]2[CH:41]=[CH:42][O:43][CH:39]2[CH:38]=[CH:37][CH:36]=1>CC(N(C)C)=O.[Zn].[Cu]I.C1C=CC(P(C2C=CC=CC=2)[C-]2C=CC=C2)=CC=1.C1C=CC(P(C2C=CC=CC=2)[C-]2C=CC=C2)=CC=1.Cl[Pd]Cl.[Fe+2]>[O:31]1[C:27]2[CH:26]=[C:25]([CH:11]3[CH2:16][CH2:15][N:14]([C:17]([O:19][C:20]([CH3:23])([CH3:22])[CH3:21])=[O:18])[CH2:13][CH2:12]3)[CH:33]=[CH:32][C:28]=2[CH:29]=[CH:30]1.[O:43]1[C:39]2[CH:38]=[CH:37][CH:36]=[C:35]([CH:11]3[CH2:16][CH2:15][N:14]([C:17]([O:19][C:20]([CH3:23])([CH3:22])[CH3:21])=[O:18])[CH2:13][CH2:12]3)[C:40]=2[CH:41]=[CH:42]1 |f:0.1,8.9.10.11|. Procedure: Into a 50-mL three neck round-bottom flask, which was purged and maintained with an inert atmosphere of nitrogen, was placed a suspension of Zn (1.13 g, 17.3 mmol) in DMA (5 mL). A 7:5 v/v mixture of TMSCl/1,2-dibromoethane (0.5 mL) was added to the reaction flask drop-wise to maintain the temperature below 65° C., then the mixture was stirred for an additional 10 min. To this mixture was added a solution of tert-butyl 4-iodopiperidine-1-carboxylate (5.40 g, 17.4 mmol) in DMA (40 mL) drop-wise w... Reactants: O[Li].O (LiOH.H2O), C(C)(C)(C)C1=NN(C(=C1)C(=O)OCC)C=1C=C2C=CC(=NC2=CC1)NC (ethyl 3-tert-butyl-1-(2-(methylamino)quinolin-6-yl)-1H-pyrazole-5-carboxylate). Solvent: O.C1CCOC1.CCO (water THF EtOH), Cl (HCl). Reaction conditions: time 8 hour. Product: C(C)(C)(C)C1=NN(C(=C1)C(=O)O)C=1C=C2C=CC(=NC2=CC1)NC (3-tert-butyl-1-(2-(methylamino)quinolin-6-yl)-1H-pyrazole-5-carboxylic acid). Yield: 99.7%. RXN SMILES: O[Li].O.[C:4]([C:8]1[CH:12]=[C:11]([C:13]([O:15]CC)=[O:14])[N:10]([C:18]2[CH:19]=[C:20]3[C:25](=[CH:26][CH:27]=2)[N:24]=[C:23]([NH:28][CH3:29])[CH:22]=[CH:21]3)[N:9]=1)([CH3:7])([CH3:6])[CH3:5]>O.C1COCC1.CCO.Cl>[C:4]([C:8]1[CH:12]=[C:11]([C:13]([OH:15])=[O:14])[N:10]([C:18]2[CH:19]=[C:20]3[C:25](=[CH:26][CH:27]=2)[N:24]=[C:23]([NH:28][CH3:29])[CH:22]=[CH:21]3)[N:9]=1)([CH3:7])([CH3:5])[CH3:6] |f:0.1,3.4.5|. Procedure: LiOH.H2O (0.143 g, 3.40 mmol) was added to a solution of ethyl 3-tert-butyl-1-(2-(methylamino)quinolin-6-yl)-1H-pyrazole-5-carboxylate (0.240 g, 0.68 mmol) in a mixture of water/THF/EtOH (1:1:1, 9 mL). The reaction mixture was stirred overnight at RT, diluted with 3 M HCl and extracted with EtOAc and THF. The combined organics were washed with brine, dried (MgSO4) and concentrated under vacuum to obtain 3-tert-butyl-1-(2-(methylamino)quinolin-6-yl)-1H-pyrazole-5-carboxylic acid (0.22 g, 100% yie...